From a dataset of the Open Reaction Database (ORD), a public repository of structured organic reaction records. describe an organic reaction: reactants, conditions, products, and yield Reactants: C1=CC(=C(C=C1[C@@H]2[C@@H](CC=3C(=CC(=CC3O2)O)O)O)O)O ((−)-epicatechin), C([O-])([O-])=O.[K+].[K+] (potassium carbonate), BrCC(=O)OCC (ethyl bromoacetate). Run in C(C)(=O)OCC (ethyl acetate), CN(C)C=O (DMF). Run at time 2 hour. Yields the product OC1=C(OCC(=O)OCC)C=C(C=C1)[C@H]1OC2=CC(=CC(=C2C[C@H]1O)O)O (Ethyl 2-(2-hydroxy-5-((2R,3R)-3,5,7-trihydroxychroman-2-yl)phenoxy)acetate). As a reaction SMILES: [CH:1]1[C:6]([C@H:7]2[O:16][C:15]3[CH:14]=[C:13]([OH:17])[CH:12]=[C:11]([OH:18])[C:10]=3[CH2:9][C@H:8]2[OH:19])=[CH:5][C:4]([OH:20])=[C:3]([OH:21])[CH:2]=1.C(=O)([O-])[O-].[K+].[K+].Br[CH2:29][C:30]([O:32][CH2:33][CH3:34])=[O:31]>CN(C=O)C.C(OCC)(=O)C>[OH:21][C:3]1[CH:2]=[CH:1][C:6]([C@@H:7]2[C@H:8]([OH:19])[CH2:9][C:10]3[C:15](=[CH:14][C:13]([OH:17])=[CH:12][C:11]=3[OH:18])[O:16]2)=[CH:5][C:4]=1[O:20][CH2:29][C:30]([O:32][CH2:33][CH3:34])=[O:31] |f:1.2.3|. Procedure details: To a solution of (−)-epicatechin (1.16 g, 4 mmol) and potassium carbonate (1.1 g, 8 mmol) in DMF (10 mL) at −20° C. was added ethyl bromoacetate (490 mL, 4.4 mmol). The reaction was stirred at the same temperature for 2 hr, allowed to warm to RT, and stirred for 2 hr. The reaction was diluted with ethyl acetate, washed with citric acid then brine, dried over sodium sulfate, and concentrated. The residue was purified by preparative reverse phase HPLC using a gradient of 10% to 80% acetonitrile/(0... Starting materials: ClC1=NC=CC=C1CO ((2-chloro-pyridin-3-yl)-methanol), BrCC=1C(=NC(=C(C1)F)Cl)Cl (3-bromomethyl-2,6-dichloro-5-fluoro-pyridine). The product is BrCC=1C(=NC=CC1)Cl (3-bromomethyl-2-chloro-pyridine). The yield is 78.0%. Reaction SMILES: ClC1C(CO)=CC=CN=1.[Br:10][CH2:11][C:12]1[C:13]([Cl:20])=[N:14][C:15](Cl)=[C:16](F)[CH:17]=1>>[Br:10][CH2:11][C:12]1[C:13]([Cl:20])=[N:14][CH:15]=[CH:16][CH:17]=1. Reported procedure: Compound 12B (0.22 g, 78%) was prepared from 12A (0.20 g, 1.39 mmol) using a procedure similar to the synthesis of 1B. HPLC Rt=1.94 min. The reactants are CC(=O)O, O, N#Cc1cccc(COCC2CCc3c(ncn3C(c3ccccc3)(c3ccccc3)c3ccccc3)C2)c1, N#Cc1cccc(COCC2CCc3ncn(C(c4ccccc4)(c4ccccc4)c4ccccc4)c3C2)c1. Yields the product N#Cc1cccc(COCC2CCc3[nH]cnc3C2)c1. As a reaction SMILES: [CH3:79][C:80](=[O:81])[OH:82].[OH2:83].[c:1]1([C:2]([c:3]2[cH:4][cH:5][cH:6][cH:7][cH:28]2)([n:8]2[cH:9][n:10][c:11]3[c:12]2[CH2:13][CH2:14][CH:15]([CH2:17][O:18][CH2:19][c:20]2[cH:21][c:22]([C:23]#[N:24])[cH:25][cH:26][cH:27]2)[CH2:16]3)[c:29]2[cH:30][cH:31][cH:32][cH:33][cH:34]2)[cH:35][cH:36][cH:37][cH:38][cH:39]1.[c:40]1([C:41]([c:42]2[cH:43][cH:44][cH:45][cH:46][cH:47]2)([c:48]2[cH:49][cH:50][cH:51][cH:52][cH:53]2)[n:54]2[c:55]3[c:71]([n:72][cH:73]2)[CH2:70][CH2:69][CH:57]([CH2:58][O:59][CH2:60][c:61]2[cH:62][c:63]([C:67]#[N:68])[cH:64][cH:65][cH:66]2)[CH2:56]3)[cH:74][cH:75][cH:76][cH:77][cH:78]1>>[nH:8]1[cH:9][n:10][c:11]2[c:12]1[CH2:13][CH2:14][CH:15]([CH2:17][O:18][CH2:19][c:20]1[cH:21][c:22]([C:23]#[N:24])[cH:25][cH:26][cH:27]1)[CH2:16]2. Starting materials: O=C1N(C(C=C1)=O)CCCCN1C(NNC1=O)=O (4-(4-(2,5-dioxo-2,5-dihydro-1H-pyrrol-1-yl)butyl)-1,2,4-triazolidine-3,5-dione), SiO2 HNO3. The solvent is C(Cl)Cl (CH2Cl2). Reaction conditions: time 15 minute. The product is O=C1N(C(C=C1)=O)CCCCN1C(N=NC1=O)=O (4-(4-(2,5-dioxo-2,5-dihydro-1H-pyrrol-1-yl)butyl)-3H-1,2,4-triazole-3,5(4 H)-dione). Yield: 99.9%. RXN SMILES: [O:1]=[C:2]1[CH:6]=[CH:5][C:4](=[O:7])[N:3]1[CH2:8][CH2:9][CH2:10][CH2:11][N:12]1[C:16](=[O:17])[NH:15][NH:14][C:13]1=[O:18]>C(Cl)Cl>[O:1]=[C:2]1[CH:6]=[CH:5][C:4](=[O:7])[N:3]1[CH2:8][CH2:9][CH2:10][CH2:11][N:12]1[C:13](=[O:18])[N:14]=[N:15][C:16]1=[O:17]. Reported procedure: To 4-(4-(2,5-dioxo-2,5-dihydro-1H-pyrrol-1-yl)butyl)-1,2,4-triazolidine-3,5-dione (I-14b: 6 mg, 0.024 mmol) in CH2Cl2 (0.95 mL) was added SiO2-HNO3 (50 mg). The mixture was stirred at room temperature for 15 minutes, then filtered, concentrated in vacuo and dried giving 4-(4-(2,5-dioxo-2,5-dihydro-1H-pyrrol-1-yl)butyl)-3H-1,2,4-triazole-3,5(4 H)-dione (I-14c: 6 mg, quantitative) as a pink solid. 1H NMR (400 MHz, CD3CN) δ ppm 1.52-1.71 (m, 4 H) 3.49 (t, J=6.44 Hz, 2 H) 3.59 (t, J=6.69 Hz, 2 H) 6.... The reactants are C(C)(C)(C)OC(NC(C(N(C)OC)=O)C1=CC(=C(C=C1)Cl)Cl)=O (rac-[(3,4-dichloro-phenyl)-(methoxy-methyl-carbamoyl)-methyl]-carbamic acid tert-butyl ester), C(C)(C)(C)OC(NC(C(N(C)OC)=O)C1=CC(=C(C=C1)Cl)Cl)=O (rac-[(3,4-dichloro-phenyl)-(methoxy-methyl-carbamoyl)-methyl]-carbamic acid tert-butyl ester), BrC=1C(=CC(=NC1)OC1CCOCC1)C (5-bromo-4-methyl-2-(tetrahydro-pyran-4-yloxy)-pyridine), BrC=1C(=CC(=NC1)OC1CCOCC1)C (5-bromo-4-methyl-2-(tetrahydro-pyran-4-yloxy)-pyridine). Product: C(C)(C)(C)OC(NC(C(=O)C=1C=NC(=CC1C)OC1CCOCC1)C1=CC(=C(C=C1)Cl)Cl)=O (rac-[1-(3,4-Dichloro-phenyl)-2-[4-methyl-6-(tetrahydro-pyran-4-yloxy)-pyridin-3-yl]-2-oxo-ethyl]-carbamic acid tert-butyl ester). Reaction SMILES: [C:1]([O:5][C:6](=[O:23])[NH:7][CH:8]([C:15]1[CH:20]=[CH:19][C:18]([Cl:21])=[C:17]([Cl:22])[CH:16]=1)[C:9](=[O:14])N(OC)C)([CH3:4])([CH3:3])[CH3:2].Br[C:25]1[C:26]([CH3:38])=[CH:27][C:28]([O:31][CH:32]2[CH2:37][CH2:36][O:35][CH2:34][CH2:33]2)=[N:29][CH:30]=1>>[C:1]([O:5][C:6](=[O:23])[NH:7][CH:8]([C:15]1[CH:20]=[CH:19][C:18]([Cl:21])=[C:17]([Cl:22])[CH:16]=1)[C:9]([C:25]1[CH:30]=[N:29][C:28]([O:31][CH:32]2[CH2:33][CH2:34][O:35][CH2:36][CH2:37]2)=[CH:27][C:26]=1[CH3:38])=[O:14])([CH3:2])([CH3:3])[CH3:4]. Procedure details: The title compound was prepared from rac-[(3,4-dichloro-phenyl)-(methoxy-methyl-carbamoyl)-methyl]-carbamic acid tert-butyl ester (Intermediate 9) and 5-bromo-4-methyl-2-(tetrahydro-pyran-4-yloxy)-pyridine (Intermediate 19) in analogy to Example 1a): MS (ISN): 493.1 and 495.3 (M−H)−. Starting materials: N1(CCOCC1)N1C(SCC1=O)=O (3-morpholin-4-yl-thiazolidine-2,4-dione), ClC1=CC(=C(CN2N=CC3=CC(=CC=C23)C=O)C=C1)C(F)(F)F ([4-chloro-2-(trifluoromethyl)benzyl]-1H-indazol-5-carbaldehyde). Product: ClC1=CC(=C(CN2N=CC3=CC(=CC=C23)\C=C/2\C(N(C(S2)=O)N2CCOCC2)=O)C=C1)C(F)(F)F ((5Z)-5-({1-[4-Chloro-2-(trifluoromethyl)benzyl]-1H-indazol-5-yl}methylidene)-3-morpholin-4-yl-1,3-thiazolidine-2,4-dione). Reaction SMILES: [N:1]1([N:7]2[C:11](=[O:12])[CH2:10][S:9][C:8]2=[O:13])[CH2:6][CH2:5][O:4][CH2:3][CH2:2]1.[Cl:14][C:15]1[CH:32]=[CH:31][C:18]([CH2:19][N:20]2[C:28]3[C:23](=[CH:24][C:25]([CH:29]=O)=[CH:26][CH:27]=3)[CH:22]=[N:21]2)=[C:17]([C:33]([F:36])([F:35])[F:34])[CH:16]=1>>[Cl:14][C:15]1[CH:32]=[CH:31][C:18]([CH2:19][N:20]2[C:28]3[C:23](=[CH:24][C:25](/[CH:29]=[C:10]4/[C:11](=[O:12])[N:7]([N:1]5[CH2:6][CH2:5][O:4][CH2:3][CH2:2]5)[C:8](=[O:13])[S:9]/4)=[CH:26][CH:27]=3)[CH:22]=[N:21]2)=[C:17]([C:33]([F:34])([F:36])[F:35])[CH:16]=1. Procedure details: (5Z)-5-({1-[4-Chloro-2-(trifluoromethyl)benzyl]-1H-indazol-5-yl}methylidene)-3-morpholin-4-yl-1,3-thiazolidine-2,4-dione was prepared from 3-morpholin-4-yl-thiazolidine-2,4-dione and [4-chloro-2-(trifluoromethyl)benzyl]-1H-indazol-5-carbaldehyde (from Example 1) following General Procedure F.